This data is from the Open Reaction Database (ORD), a public repository of structured organic reaction records. The task is: describe an organic reaction: reactants, conditions, products, and yield Starting materials: BrCc1ccccc1, CCOCC, [H-], Ic1n[nH]c2ccccc12, [Na+], C1CCOC1, O. Yields the product Ic1nn(Cc2ccccc2)c2ccccc12. As a reaction SMILES: [Br:13][CH2:14][c:15]1[cH:16][cH:17][cH:18][cH:19][cH:20]1.[CH3:21][CH2:22][O:23][CH2:24][CH3:25].[H-:1].[I:3][c:4]1[n:5][nH:6][c:7]2[cH:8][cH:9][cH:10][cH:11][c:12]12.[Na+:2].[O:26]1[CH2:27][CH2:28][CH2:29][CH2:30]1.[OH2:31]>>[I:3][c:4]1[n:5][n:6]([CH2:14][c:15]2[cH:16][cH:17][cH:18][cH:19][cH:20]2)[c:7]2[cH:8][cH:9][cH:10][cH:11][c:12]12.